describe an organic reaction: reactants, conditions, products, and yield From a dataset of the Open Reaction Database (ORD), a public repository of structured organic reaction records. Reactants: C(C1=CC=C(C(=O)OCCO)C=C1)(=O)OCCO (bis-hydroxylethyl terephthalate), S(O)(O)(=O)=O (sulfuric acid), O (water), [Na+].NCCCCCC(=O)[O-] (6-aminohexanoic acid sodium salt), C(CO)O (ethylene glycol). Reaction conditions: temperature 87.5 celsius, time 20 hour. The product is C(=O)(O)CCCCCNC(C1=CC=C(C(=O)NCCCCCC(=O)O)C=C1)=O (N,N′-bis(carboxypentyl)terephthalamide). As a reaction SMILES: [C:1]([O:15]CCO)(=O)[C:2]1[CH:13]=[CH:12][C:5]([C:6]([O:8]CCO)=O)=[CH:4][CH:3]=1.[Na+].[NH2:20][CH2:21][CH2:22][CH2:23][CH2:24][CH2:25][C:26]([O-:28])=[O:27].[CH2:29]([OH:32])[CH2:30]O.S(=O)(=O)(O)O.[OH2:38]>>[C:26]([CH2:25][CH2:24][CH2:23][CH2:22][CH2:21][NH:20][C:6](=[O:8])[C:5]1[CH:4]=[CH:3][C:2]([C:1]([NH:20][CH2:21][CH2:22][CH2:23][CH2:24][CH2:30][C:29]([OH:32])=[O:38])=[O:15])=[CH:13][CH:12]=1)([OH:28])=[O:27] |f:1.2|. Procedure details: 3.84 g (0.005 mole) of bis-hydroxylethyl terephthalate (BHET), 2.32 g (0.015 mole) of dried 6-aminohexanoic acid sodium salt, and 20 ml of ethylene glycol (EG) were put into a reaction bottle. The reaction bottle was heated at 85-90° C. for 14 hours in the presence of nitrogen gas, and then cooled to room temperature and 20 ml of distilled water was added into it. After the solid reactant was dissolved, sulfuric acid aqueous solution (0.1M) was added dropwise slowly into the reaction bottle unti... The reactants are NC1=CC=C(OC2=CC(=NC=C2)NC(=O)N2CCC(CC2)CN2CCC2)C=C1 (4-(azetidin-1-ylmethyl)piperidine-1-carboxylic acid [4-(4-aminophenoxy)pyridin-2-yl]amide), C1(=CC=CC=C1)CC(=O)N=C=O (2-phenylacetyl isocyanate). The solvent is CN(C=O)C (N,N-dimethylformamide), CCCCCC (hexane), C(C)OCC (diethyl ether), CCCCCC (hexane). The yield is 63.1%. As a reaction SMILES: [NH2:1][C:2]1[CH:28]=[CH:27][C:5]([O:6][C:7]2[CH:12]=[CH:11][N:10]=[C:9]([NH:13][C:14]([N:16]3[CH2:21][CH2:20][CH:19]([CH2:22][N:23]4[CH2:26][CH2:25][CH2:24]4)[CH2:18][CH2:17]3)=[O:15])[CH:8]=2)=[CH:4][CH:3]=1.[C:29]1([CH2:35][C:36]([N:38]=[C:39]=[O:40])=[O:37])[CH:34]=[CH:33][CH:32]=[CH:31][CH:30]=1>CN(C)C=O.CCCCCC.C(OCC)C>[C:29]1([CH2:35][C:36]([NH:38][C:39](=[O:40])[NH:1][C:2]2[CH:28]=[CH:27][C:5]([O:6][C:7]3[CH:12]=[CH:11][N:10]=[C:9]([NH:13][C:14]([N:16]4[CH2:17][CH2:18][CH:19]([CH2:22][N:23]5[CH2:26][CH2:25][CH2:24]5)[CH2:20][CH2:21]4)=[O:15])[CH:8]=3)=[CH:4][CH:3]=2)=[O:37])[CH:34]=[CH:33][CH:32]=[CH:31][CH:30]=1. Procedure details: To a solution of 4-(azetidin-1-ylmethyl)piperidine-1-carboxylic acid [4-(4-aminophenoxy)pyridin-2-yl]amide (31 mg) in N,N-dimethylformamide (1 ml) was added a solution of 0.25 M 2-phenylacetyl isocyanate in hexane (0.982 ml) under a nitrogen atmosphere, followed by stirring for 1 hr. The reaction mixture was partitioned between ethyl acetate (100 ml) and a saturated aqueous solution of sodium hydrogencarbonate (50 ml). The organic layer was washed with a saturated aqueous solution of sodium hydr... The product is C1(=CC=CC=C1)CC(=O)NC(NC1=CC=C(OC2=CC(=NC=C2)NC(=O)N2CCC(CC2)CN2CCC2)C=C1)=O (4-(Azetidin-1-ylmethyl)piperidine-1-carboxylic acid {4-[4-(3-phenylacetylureido)phenoxy]pyridin-2-yl}amide). Reaction conditions: time 1 hour. The reactants are CCCN(CCC)Cc1cccc(C(=O)O)c1, COC(=O)c1ccc(N)c(N)c1, ClC(Cl)Cl, On1nnc2ccccc21. The product is CCCN(CCC)Cc1cccc(C(=O)Nc2cc(C(=O)OC)ccc2N)c1. RXN SMILES: [CH2:1]([CH2:2][CH3:3])[N:4]([CH2:5][CH2:6][CH3:7])[CH2:8][c:9]1[cH:10][c:11]([C:12](=[O:13])[OH:14])[cH:15][cH:16][cH:17]1.[CH3:28][O:29][C:30]([c:31]1[cH:32][c:33]([NH2:38])[c:34]([NH2:37])[cH:35][cH:36]1)=[O:39].[CH:40]([Cl:41])([Cl:42])[Cl:43].[OH:18][n:19]1[c:20]2[c:21]([cH:22][cH:23][cH:24][cH:25]2)[n:26][n:27]1>>[CH2:1]([CH2:2][CH3:3])[N:4]([CH2:5][CH2:6][CH3:7])[CH2:8][c:9]1[cH:10][c:11]([C:12](=[O:14])[NH:38][c:33]2[cH:32][c:31]([C:30]([O:29][CH3:28])=[O:39])[cH:36][cH:35][c:34]2[NH2:37])[cH:15][cH:16][cH:17]1. The reactants are ClC1=CC=CC=2N1N=C(C2C(C#C)O)C=2OC=CC2 (1-[7-Chloro-2-(2-furyl)pyrazolo[1,5-a]pyridin-3-yl]-2-propyn-1-ol). The reagents and catalysts are [O-2].[O-2].[Mn+4] (manganese dioxide). Solvent: ClCCl (dichloromethane). Reaction conditions: time 2 hour. Yields the product ClC1=CC=CC=2N1N=C(C2C(C#C)=O)C=2OC=CC2 (1-[7-Chloro-2-(2-furyl)pyrazolo[1,5-a]pyridin-3-yl]-2-propyn-1-one). Reaction SMILES: [Cl:1][C:2]1[N:7]2[N:8]=[C:9]([C:15]3[O:16][CH:17]=[CH:18][CH:19]=3)[C:10]([CH:11]([OH:14])[C:12]#[CH:13])=[C:6]2[CH:5]=[CH:4][CH:3]=1>ClCCl.[O-2].[O-2].[Mn+4]>[Cl:1][C:2]1[N:7]2[N:8]=[C:9]([C:15]3[O:16][CH:17]=[CH:18][CH:19]=3)[C:10]([C:11](=[O:14])[C:12]#[CH:13])=[C:6]2[CH:5]=[CH:4][CH:3]=1 |f:2.3.4|. Procedure: 1-[7-Chloro-2-(2-furyl)pyrazolo[1,5-a]pyridin-3-yl]-2-propyn-1-ol (3.63 g, 13.3 mmol) was dissolved in dichloromethane (200 mL) and manganese dioxide (34.7 g, 399 mmol) was added. This slurry was stirred at room temperature for 2 hours. The manganese dioxide was removed by filtration and the filtrate was concentrated to a solid, 1-[7-chloro-2-(3-methyl-2-furyl)pyrazolo[1,5-a]pyridin-3-yl]-2-propyn-1-one (1.99 g, 55%). 1H NMR (CDCl3): δ 8.54 (d, 1H), 7.65 (d, 1H), 7.62 (d, 1H), 7.49 (t, 1H), 7.21... Reactants: CCc1nn(-c2c(C)cc(Br)cc2C)c(CC)c1Cc1c(O)ccc2ccccc12, [H-], CCI, [Na+], C1CCOC1. Yields the product CCOc1ccc2ccccc2c1Cc1c(CC)nn(-c2c(C)cc(Br)cc2C)c1CC. RXN SMILES: [Br:3][c:4]1[cH:5][c:6]([CH3:32])[c:7](-[n:11]2[n:12][c:13]([CH2:30][CH3:31])[c:14]([CH2:18][c:19]3[c:20]([OH:29])[cH:21][cH:22][c:23]4[cH:24][cH:25][cH:26][cH:27][c:28]34)[c:15]2[CH2:16][CH3:17])[c:8]([CH3:10])[cH:9]1.[H-:1].[I:33][CH2:34][CH3:35].[Na+:2].[O:36]1[CH2:37][CH2:38][CH2:39][CH2:40]1>>[Br:3][c:4]1[cH:5][c:6]([CH3:32])[c:7](-[n:11]2[n:12][c:13]([CH2:30][CH3:31])[c:14]([CH2:18][c:19]3[c:20]([O:29][CH2:34][CH3:35])[cH:21][cH:22][c:23]4[cH:24][cH:25][cH:26][cH:27][c:28]34)[c:15]2[CH2:16][CH3:17])[c:8]([CH3:10])[cH:9]1. The reactants are CN(C1(CC1)C(=O)O)S(=O)(=O)C1=CC=C(C=C1)F (1-[methyl-(4-fluorophenyl)sulfonyl-amino]cyclopropanecarboxylic acid), CCOC(=O)OC(=O)OCC (DEPC), FC(OC1=CC=C(C=C1)C=1C=C(C=CC1)CN)(F)F ([3-[4-(trifluoromethoxy)phenyl]phenyl]methanamine). Solvent: C1CCOC1 (THF). Reaction conditions: time 8 hour. Yields the product FC1=CC=C(C=C1)S(=O)(=O)N(C1(CC1)C(=O)NCC1=CC(=CC=C1)C1=CC=C(C=C1)OC(F)(F)F)C (1-[(4-fluorophenyl)sulfonyl-methyl-amino]-N-[[3-[4-(trifluoromethoxy)phenyl]phenyl]methyl]cyclopropanecarboxamide). Yield: 15.0%. RXN SMILES: [CH3:1][N:2]([S:9]([C:12]1[CH:17]=[CH:16][C:15]([F:18])=[CH:14][CH:13]=1)(=[O:11])=[O:10])[C:3]1([C:6]([OH:8])=O)[CH2:5][CH2:4]1.CCOC(OC(OCC)=O)=O.[F:30][C:31]([F:48])([F:47])[O:32][C:33]1[CH:38]=[CH:37][C:36]([C:39]2[CH:40]=[C:41]([CH2:45][NH2:46])[CH:42]=[CH:43][CH:44]=2)=[CH:35][CH:34]=1>C1COCC1>[F:18][C:15]1[CH:16]=[CH:17][C:12]([S:9]([N:2]([CH3:1])[C:3]2([C:6]([NH:46][CH2:45][C:41]3[CH:42]=[CH:43][CH:44]=[C:39]([C:36]4[CH:37]=[CH:38][C:33]([O:32][C:31]([F:30])([F:47])[F:48])=[CH:34][CH:35]=4)[CH:40]=3)=[O:8])[CH2:4][CH2:5]2)(=[O:11])=[O:10])=[CH:13][CH:14]=1. Procedure: Acid 15A (350 mg, 1.28 mmol) was dissolved in 5 ml of THF and at rt DEPC (0.25 mL, 1.3 mol eq) and [3-[4-(trifluoromethoxy)phenyl]phenyl]methanamine 23B (0.376 g, 1.1 mol eq) were added to the solution. The mixture was stirred at rt overnight then evaporated. he residue was dissolved in AcOEt (30 ml) and washed with water (1×20 ml) and brine. The organic phase was dried over sodium sulfate and concentrated under vacuum. The purification of the crude by chromatographic column (3:7 EtOAc:Petroleum...